Task: describe an organic reaction: reactants, conditions, products, and yield. Dataset: the Open Reaction Database (ORD), a public repository of structured organic reaction records The reactants are CCN, O=Cc1ccnc2ccccc12. The product is CCNCc1ccnc2ccccc12. RXN SMILES: [CH3:1][CH2:2][NH2:3].[n:4]1[cH:5][cH:6][c:7]([CH:14]=[O:15])[c:8]2[cH:9][cH:10][cH:11][cH:12][c:13]12>>[CH3:1][CH2:2][NH:3][CH2:14][c:7]1[cH:6][cH:5][n:4][c:13]2[c:8]1[cH:9][cH:10][cH:11][cH:12]2.